Dataset: the Open Reaction Database (ORD), a public repository of structured organic reaction records. Task: describe an organic reaction: reactants, conditions, products, and yield Reactants: COC(=O)C(CC1CCCC1)c1ccc(S(C)(=O)=O)c(F)c1, CCOC(C)=O, Cl, [Li+], C1CCOC1, [OH-], O. The product is CS(=O)(=O)c1ccc(C(CC2CCCC2)C(=O)O)cc1F. As a reaction SMILES: [CH3:1][O:2][C:3]([CH:4]([CH2:5][CH:6]1[CH2:7][CH2:8][CH2:9][CH2:10]1)[c:11]1[cH:12][c:13]([F:21])[c:14]([S:17](=[O:18])(=[O:19])[CH3:20])[cH:15][cH:16]1)=[O:22].[CH3:32][CH2:33][O:34][C:35](=[O:36])[CH3:37].[ClH:26].[Li+:23].[O:27]1[CH2:28][CH2:29][CH2:30][CH2:31]1.[OH-:24].[OH2:25]>>[O:2]=[C:3]([CH:4]([CH2:5][CH:6]1[CH2:7][CH2:8][CH2:9][CH2:10]1)[c:11]1[cH:12][c:13]([F:21])[c:14]([S:17](=[O:18])(=[O:19])[CH3:20])[cH:15][cH:16]1)[OH:22]. The reactants are CC1=C(CBr)C=CC=C1 (2-methyl benzyl bromide), C(C1=CC=CC=C1)OC(C1CCN(CC1)C(=O)OC(C)(C)C)=O (N-t-butoxycarbonyl isonipecotic acid benzyl ester), C[Si](C)(C)[N-][Si](C)(C)C.[Na+] (sodium bis-trimethysilylamide). The solvent is C1CCOC1 (THF), C1CCOC1 (THF). Run at temperature -78 celsius, time 1 hour. The product is C(C1=CC=CC=C1)OC(C1(CCN(CC1)C(=O)OC(C)(C)C)CC1=C(C=CC=C1)C)=O (N-t-Butoxycarbonyl-4-(2-methylbenzyl) isonipecotic acid benzyl ester). As a reaction SMILES: [CH2:1]([O:8][C:9](=[O:23])[CH:10]1[CH2:15][CH2:14][N:13]([C:16]([O:18][C:19]([CH3:22])([CH3:21])[CH3:20])=[O:17])[CH2:12][CH2:11]1)[C:2]1[CH:7]=[CH:6][CH:5]=[CH:4][CH:3]=1.C[Si]([N-][Si](C)(C)C)(C)C.[Na+].[CH3:34][C:35]1[CH:42]=[CH:41][CH:40]=[CH:39][C:36]=1[CH2:37]Br>C1COCC1>[CH2:1]([O:8][C:9](=[O:23])[C:10]1([CH2:34][C:35]2[CH:42]=[CH:41][CH:40]=[CH:39][C:36]=2[CH3:37])[CH2:11][CH2:12][N:13]([C:16]([O:18][C:19]([CH3:20])([CH3:22])[CH3:21])=[O:17])[CH2:14][CH2:15]1)[C:2]1[CH:7]=[CH:6][CH:5]=[CH:4][CH:3]=1 |f:1.2|. Reported procedure: To a solution of N-t-butoxycarbonyl isonipecotic acid benzyl ester (13.34 g, 41.8 mmol) in THF (100 ml) at -78° C. was added sodium bis-trimethysilylamide (59 ml of a 1.0M THF solution, 59 mmol) over 15 min. The resulting orange solution was stirred at -78° C. for 1 hr and then treated dropwise with 2-methyl benzyl bromide (6.80 ml, 50.7 mmol) and then allowed to warm slowly to room temperature over 16 hrs. The reaction was quenched with saturated aqueous NH4Cl, diluted with H2O, and extracted w... The reactants are CCN(C(C)C)C(C)C, Cl, NCCF, O=C=NC1Cc2cccc(F)c2C1, NC(N)=O. Product: O=C(NCCF)NC1Cc2cccc(F)c2C1. RXN SMILES: [CH:23]([N:24]([CH:25]([CH3:26])[CH3:27])[CH2:28][CH3:29])([CH3:30])[CH3:31].[ClH:18].[F:19][CH2:20][CH2:21][NH2:22].[F:5][c:6]1[c:7]2[c:11]([cH:12][cH:13][cH:14]1)[CH2:10][CH:9]([N:15]=[C:16]=[O:17])[CH2:8]2.[NH2:1][C:2](=[O:3])[NH2:4]>>[F:5][c:6]1[c:7]2[c:11]([cH:12][cH:13][cH:14]1)[CH2:10][CH:9]([NH:15][C:16](=[O:17])[NH:22][CH2:21][CH2:20][F:19])[CH2:8]2. Reactants: N#Cc1c[nH]c2cc(Br)ncc2c1=O, ClCCl, O=C(Cl)C(=O)Cl, O=P(Cl)(Cl)Cl. Product: N#Cc1cnc2cc(Br)ncc2c1Cl. As a reaction SMILES: [Br:1][c:2]1[n:3][cH:4][c:5]2[c:6](=[O:14])[c:7]([C:12]#[N:13])[cH:8][nH:9][c:10]2[cH:11]1.[CH2:26]([Cl:27])[Cl:28].[Cl:20][C:21]([C:22]([Cl:23])=[O:24])=[O:25].[P:15]([Cl:16])([Cl:17])([Cl:18])=[O:19]>>[Br:1][c:2]1[n:3][cH:4][c:5]2[c:6]([Cl:17])[c:7]([C:12]#[N:13])[cH:8][n:9][c:10]2[cH:11]1. Reactants: ClC1=CC=C(C=C1)C1=NN(C(N1C[C@@H](C(F)(F)F)O)=O)CC(=O)NC(CO)C1=C(C(=CC=C1)F)F (2-{3-(4-Chlorophenyl)-5-oxo-4-[(2S)-3,3,3-trifluoro-2-hydroxypropyl]-4,5-dihydro-1H-1,2,4-triazol-1-yl}-N-[1-(2,3-difluorophenyl)-2-hydroxyethyl]acetamide), ClC1=CC=C(C=C1)C1=NN(C(N1C1CC1)=O)CC(=O)O ([3-(4-chlorophenyl)-4-cyclopropyl-5-oxo-4,5-dihydro-1H-1,2,4-triazol-1-yl]acetic acid), FC(C(=O)O)(F)F.NC(CO)C1=CC(=CC=C1)C(F)(F)F (2-Amino-2-[3-(trifluoromethyl)phenyl]ethanol trifluoroacetate). Yields the product ClC1=CC=C(C=C1)C1=NN(C(N1C1CC1)=O)CC(=O)NC(CO)C1=CC(=CC=C1)C(F)(F)F (2-[3-(4-Chlorophenyl)-4-cyclopropyl-5-oxo-4,5-dihydro-1H-1,2,4-triazol-1-yl]-N-{2-hydroxy-1-[3-(trifluoromethyl)phenyl]ethyl}acetamide). As a reaction SMILES: ClC1C=CC(C2N(C[C@H](O)C(F)(F)F)C(=O)N(CC(NC(C3C=CC=C(F)C=3F)CO)=O)N=2)=CC=1.[Cl:36][C:37]1[CH:42]=[CH:41][C:40]([C:43]2[N:47]([CH:48]3[CH2:50][CH2:49]3)[C:46](=[O:51])[N:45]([CH2:52][C:53](O)=[O:54])[N:44]=2)=[CH:39][CH:38]=1.FC(F)(F)C(O)=O.[NH2:63][CH:64]([C:67]1[CH:72]=[CH:71][CH:70]=[C:69]([C:73]([F:76])([F:75])[F:74])[CH:68]=1)[CH2:65][OH:66]>>[Cl:36][C:37]1[CH:38]=[CH:39][C:40]([C:43]2[N:47]([CH:48]3[CH2:50][CH2:49]3)[C:46](=[O:51])[N:45]([CH2:52][C:53]([NH:63][CH:64]([C:67]3[CH:72]=[CH:71][CH:70]=[C:69]([C:73]([F:74])([F:75])[F:76])[CH:68]=3)[CH2:65][OH:66])=[O:54])[N:44]=2)=[CH:41][CH:42]=1 |f:2.3|. Reported procedure: In the same way as for the compound from Example 95, 48 mg (0.16 mmol) of [3-(4-chlorophenyl)-4-cyclopropyl-5-oxo-4,5-dihydro-1H-1,2,4-triazol-1-yl]acetic acid (for preparation see WO 2007/134862, Example 88A) and 58 mg (0.18 mmol) of the compound from Example 91A were reacted. This gave 61 mg (77% of theory) of the target compound.